Dataset: the Open Reaction Database (ORD), a public repository of structured organic reaction records. Task: describe an organic reaction: reactants, conditions, products, and yield Reactants: C([O-])([O-])=O.[Na+].[Na+] (sodium carbonate), BrC=1C(=C2CCC=3N(C2=CC1)C(=NN3)C)Cl (7-bromo-6-chloro-1-methyl-4,5-dihydro-[1,2,4]triazolo[4,3-a]quinoline), FC=1C=C(C=NC1)B(O)O ((5-fluoropyridin-3-yl)boronic acid), O1CCOCC1 (1,4-dioxan). Reagents/catalysts: C1=CC=C(C=C1)P([C-]2C=CC=C2)C3=CC=CC=C3.C1=CC=C(C=C1)P([C-]2C=CC=C2)C3=CC=CC=C3.Cl[Pd]Cl.[Fe+2] (Pd(dppf)2Cl2). The solvent is O (water). Reaction conditions: temperature 80 celsius, time 12 hour. Yields the product ClC1=C2CCC=3N(C2=CC=C1C=1C=NC=C(C1)F)C(=NN3)C (6-chloro-7-(5-fluoropyridin-3-yl)-1-methyl-4,5-dihydro-[1,2,4]triazolo[4,3-a]quinoline). RXN SMILES: Br[C:2]1[C:3]([Cl:16])=[C:4]2[C:9](=[CH:10][CH:11]=1)[N:8]1[C:12]([CH3:15])=[N:13][N:14]=[C:7]1[CH2:6][CH2:5]2.[F:17][C:18]1[CH:19]=[C:20](B(O)O)[CH:21]=[N:22][CH:23]=1.O1CCOCC1.C(=O)([O-])[O-].[Na+].[Na+]>C1C=CC(P(C2C=CC=CC=2)[C-]2C=CC=C2)=CC=1.C1C=CC(P(C2C=CC=CC=2)[C-]2C=CC=C2)=CC=1.Cl[Pd]Cl.[Fe+2].O>[Cl:16][C:3]1[C:2]([C:20]2[CH:21]=[N:22][CH:23]=[C:18]([F:17])[CH:19]=2)=[CH:11][CH:10]=[C:9]2[C:4]=1[CH2:5][CH2:6][C:7]1[N:8]2[C:12]([CH3:15])=[N:13][N:14]=1 |f:3.4.5,6.7.8.9|. Reported procedure: To a stirred solution of 7-bromo-6-chloro-1-methyl-4,5-dihydro-[1,2,4]triazolo[4,3-a]quinoline (143-7; 0.20 g, 0.0006 mol) and (5-fluoropyridin-3-yl)boronic acid (0.93 g, 0.0006 mol) in the mixture of 1,4-dioxan (10 mL) and water (10 mL) was added sodium carbonate (0.127 g, 0.0012 mol). Reaction mass was purged with argon for 20 min. Then catalyst Pd(dppf)2Cl2 (0.048 g, 0.00006 mol) was added and allowed to stir at 80° C. for 12 h. The reaction mixture was filtered through CELITE bed and filter ...